Dataset: the Open Reaction Database (ORD), a public repository of structured organic reaction records. Task: describe an organic reaction: reactants, conditions, products, and yield Starting materials: CCn1cc(C(=O)O)c(=O)c2cc(F)c(F)c(F)c21, C1COCCN1, c1ccncc1. The product is CCn1cc(C(=O)O)c(=O)c2cc(F)c(N3CCOCC3)c(F)c21. RXN SMILES: [CH2:1]([CH3:2])[n:3]1[cH:4][c:5]([C:17](=[O:18])[OH:19])[c:6](=[O:16])[c:7]2[cH:8][c:9]([F:15])[c:10]([F:14])[c:11]([F:13])[c:12]12.[CH2:20]1[CH2:21][O:22][CH2:23][CH2:24][NH:25]1.[cH:26]1[cH:27][cH:28][n:29][cH:30][cH:31]1>>[CH2:1]([CH3:2])[n:3]1[cH:4][c:5]([C:17](=[O:18])[OH:19])[c:6](=[O:16])[c:7]2[cH:8][c:9]([F:15])[c:10]([N:25]3[CH2:20][CH2:21][O:22][CH2:23][CH2:24]3)[c:11]([F:13])[c:12]12.